This data is from the Open Reaction Database (ORD), a public repository of structured organic reaction records. The task is: describe an organic reaction: reactants, conditions, products, and yield Reactants: Cc1cc(C(C)(C)C)ccc1O, CC(=O)O, O=[N+]([O-])O. Yields the product Cc1cc(C(C)(C)C)cc([N+](=O)[O-])c1O. Reaction SMILES: [C:1]([CH3:2])([CH3:3])([CH3:4])[c:5]1[cH:6][c:7]([CH3:12])[c:8]([OH:11])[cH:9][cH:10]1.[CH3:17][C:18](=[O:19])[OH:20].[OH:13][N+:14]([O-:15])=[O:16]>>[C:1]([CH3:2])([CH3:3])([CH3:4])[c:5]1[cH:6][c:7]([CH3:12])[c:8]([OH:11])[c:9]([N+:14](=[O:13])[O-:15])[cH:10]1. Starting materials: ClN1SC(=CN1)C=1N(C(=CN1)[N+](=O)[O-])C (2-(2-chloro- 5-thiadiazolyl)-1-methyl-5-nitroimidazole), C([O-])(O)=O.[Na+] (sodium bicarbonate), Example 16, CN(CCCN)C (3-dimethylaminopropylamine). Run in C1=CC=CC=C1 (benzene). The product is CN(CCCNN1SC(=CN1)C=1N(C(=CN1)[N+](=O)[O-])C)C (2-[2-(3-Dimethylaminopropylamino)-5-thiadiazolyl]-1-methyl-5-nitroimidazole). As a reaction SMILES: Cl[N:2]1[NH:6][CH:5]=[C:4]([C:7]2[N:8]([CH3:15])[C:9]([N+:12]([O-:14])=[O:13])=[CH:10][N:11]=2)[S:3]1.[CH3:16][N:17]([CH3:22])[CH2:18][CH2:19][CH2:20][NH2:21].C(=O)(O)[O-].[Na+]>C1C=CC=CC=1>[CH3:16][N:17]([CH3:22])[CH2:18][CH2:19][CH2:20][NH:21][N:2]1[NH:6][CH:5]=[C:4]([C:7]2[N:8]([CH3:15])[C:9]([N+:12]([O-:14])=[O:13])=[CH:10][N:11]=2)[S:3]1 |f:2.3|. Reported procedure: A mixture consisting of 3.8 gm., 0.0l55 mole of 2-(2-chloro- 5-thiadiazolyl)-1-methyl-5-nitroimidazole, prepared as in Example 16 2.5 gm., 0.029 mole of 3-dimethylaminopropylamine, 2.1 gm. 0.025 mole, of sodium bicarbonate and 100 ml. of benzene is refluxed for twenty-two hours. The reaction mixture is cooled to room temperature, washed with aqueous sodium bicarbonate and sodium chloride solutions. Cooling to 5° C. gives a crystalline precipitate which is collected and recrystallized from benzen... Reactants: BrC1=CC=C(C=C1)NC(C(F)(F)F)=O (N-(4-bromo-phenyl)-2,2,2-trifluoro-acetamide), NC1=NC=C(C(=N1)N)CC=1C=C(C(=C(C1)OS(=O)(=O)CC(C)(C)C)I)OCC (2,2-dimethyl-propane-1-sulphonic acid 5-(2,4-diamino-pyrimidin-5-ylmethyl)-3-ethoxy-2-iodo-phenyl ester). Yields the product NC1=CC=C(C=C1)C1=C(C=C(C=C1OCC)CC=1C(=NC(=NC1)N)N)OS(=O)(=O)CC(C)(C)C (2,2-Dimethyl-propane-1-sulphonic acid 4′-amino-4-(2,4-diamino-pyrimidin-5-ylmethyl)-6-ethoxy-biphenyl-2-yl ester). Yield: 22.6%. Reaction SMILES: Br[C:2]1[CH:7]=[CH:6][C:5]([NH:8]C(=O)C(F)(F)F)=[CH:4][CH:3]=1.[NH2:15][C:16]1[N:21]=[C:20]([NH2:22])[C:19]([CH2:23][C:24]2[CH:25]=[C:26]([O:40][CH2:41][CH3:42])[C:27](I)=[C:28]([O:30][S:31]([CH2:34][C:35]([CH3:38])([CH3:37])[CH3:36])(=[O:33])=[O:32])[CH:29]=2)=[CH:18][N:17]=1>>[NH2:8][C:5]1[CH:4]=[CH:3][C:2]([C:27]2[C:26]([O:40][CH2:41][CH3:42])=[CH:25][C:24]([CH2:23][C:19]3[C:20]([NH2:22])=[N:21][C:16]([NH2:15])=[N:17][CH:18]=3)=[CH:29][C:28]=2[O:30][S:31]([CH2:34][C:35]([CH3:36])([CH3:38])[CH3:37])(=[O:32])=[O:33])=[CH:7][CH:6]=1. Procedure: Starting from 272 mg (1.01 mmol) N-(4-bromo-phenyl)-2,2,2-trifluoro-acetamide and 265 mg (0.51 mmol) 2,2-dimethyl-propane-1-sulphonic acid 5-(2,4-diamino-pyrimidin-5-ylmethyl)-3-ethoxy-2-iodo-phenyl ester, 56 mg of the title compound are isolated as a yellowish foam after two chromatography operations.